Dataset: the Open Reaction Database (ORD), a public repository of structured organic reaction records. Task: describe an organic reaction: reactants, conditions, products, and yield The reactants are C(C1=CC=CC=C1)OC(=O)NC1=CC=C2CC(C(NC2=C1)=O)C(=O)O (7-benzyloxycarbonylamino-2-oxo-1,2,3,4-tetrahydro-3-quinolinecarboxylic acid), Cl.CNC (dimethylamine hydrochloride), CCN=C=NCCCN(C)C (WSC), C=1C=CC2=C(C1)N=NN2O (HOBt). Solvent: C(C)#N (acetonitrile), C1CCOC1 (THF), C(C)N(CC)CC (triethylamine), O (water). Run at time 10 hour. Product: CN(C(=O)C1C(NC2=CC(=CC=C2C1)NC(=O)OCC1=CC=CC=C1)=O)C (N,N-Dimethyl-7-benzyloxycarbonylamino-2-oxo-1,2,3,4-tetrahydro-3-quinolinecarboxamide). The yield is 77.8%. Reaction SMILES: [CH2:1]([O:8][C:9]([NH:11][C:12]1[CH:21]=[C:20]2[C:15]([CH2:16][CH:17]([C:23](O)=[O:24])[C:18](=[O:22])[NH:19]2)=[CH:14][CH:13]=1)=[O:10])[C:2]1[CH:7]=[CH:6][CH:5]=[CH:4][CH:3]=1.Cl.[CH3:27][NH:28][CH3:29].CCN=C=NCCCN(C)C.C1C=CC2N(O)N=NC=2C=1>C(#N)C.C1COCC1.O.C(N(CC)CC)C>[CH3:27][N:28]([CH3:29])[C:23]([CH:17]1[CH2:16][C:15]2[C:20](=[CH:21][C:12]([NH:11][C:9]([O:8][CH2:1][C:2]3[CH:7]=[CH:6][CH:5]=[CH:4][CH:3]=3)=[O:10])=[CH:13][CH:14]=2)[NH:19][C:18]1=[O:22])=[O:24] |f:1.2|. Procedure details: To a solution of 7-benzyloxycarbonylamino-2-oxo-1,2,3,4-tetrahydro-3-quinolinecarboxylic acid (7.0 g) in acetonitrile (80 ml) and THF (80 ml) were added dimethylamine hydrochloride (2.52 g), WSC(5.92 g), HOBt (3.15 g), and triethylamine (18 ml) subsequently at room temperature. The reaction mixture was stirred at room temperature for 10 hours, diluted with water, and extracted with combined solvent of ethyl acetate and THF. The organic layer was washed with 1N hydrochloric acid, water, saturated... Reactants: CC(=C)C1=CC=CC=C1 (alpha-methylstyrene), C[SiH](Cl)C (dimethylchlorosilane), CC1=C(CC[Si](Cl)(C)C)C=CC=C1 (2-methylphenethyldimethylchlorosilane), CC(=C[SiH2]Cl)C (dimethylvinylchlorosilane), C(C)(C)O (isopropyl alcohol). Conditions: temperature 70 celsius. Product: CC1=C(CC[Si](O[Si](C=C)(C)C)(C)C)C=CC=C1 (1-(2-methylphenethyl)-3-vinyltetramethyldisiloxane). The reagents and catalysts are [H+].[H+].Cl[Pt-2](Cl)(Cl)(Cl)(Cl)Cl (chloroplatinic acid). Reaction SMILES: CC([C:4]1[CH:9]=CC=CC=1)=C.[CH3:10][SiH:11]([CH3:13])Cl.[CH3:14][C:15]1[CH:26]=[CH:25][CH:24]=[CH:23][C:16]=1[CH2:17][CH2:18][Si:19]([CH3:22])([CH3:21])Cl.CC(C)=C[SiH2]Cl.C([OH:36])(C)C>[H+].[H+].Cl[Pt-2](Cl)(Cl)(Cl)(Cl)Cl.O>[CH3:14][C:15]1[CH:26]=[CH:25][CH:24]=[CH:23][C:16]=1[CH2:17][CH2:18][Si:19]([CH3:22])([CH3:21])[O:36][Si:11]([CH3:13])([CH3:10])[CH:9]=[CH2:4] |f:5.6.7|. Reported procedure: The following were charged to a 1 L roundbottom flask equipped with a stirrer, thermometer, and addition funnel and heated to 70° C.: 375 g (3.15 mol) alpha-methylstyrene and 0.6 mL 1% isopropanolic chloroplatinic acid solution. 285 g (3.0 mol) dimethylchlorosilane was then dripped in from the addition funnel over 1 hour. The reaction was subsequently maintained at 80° C. for 1 hour and cooled. 212 g (1.0 mol) of the 2-methylphenethyldimethylchlorosilane product and 217 g (1.8 mol) dimethylvinyl... The solvent is O (water). The reactants are ester, CN(C(CC1=CC=2C(CCC(C2C=C1)(C)C)(C)C)=O)C1=CC=C(C(=O)OC)C=C1 (Methyl 4-(N-methyl-5,6,7,8-tetrahydro-5,5,8,8-tetramethyl-2-naphthylacetamido)benzoate). Run in [OH-].[Na+] (sodium hydroxide). Reaction conditions: time 1 hour. Product: CN(C(CC1=CC=2C(CCC(C2C=C1)(C)C)(C)C)=O)C1=CC=C(C(=O)O)C=C1 (4-(N-Methyl-5,6,7,8-tetrahydro-5,5,8,8-tetramethyl-2-naphthylacetamido)benzoic acid). As a reaction SMILES: [CH3:1][N:2]([C:20]1[CH:29]=[CH:28][C:23]([C:24]([O:26]C)=[O:25])=[CH:22][CH:21]=1)[C:3](=[O:19])[CH2:4][C:5]1[CH:14]=[CH:13][C:12]2[C:11]([CH3:16])([CH3:15])[CH2:10][CH2:9][C:8]([CH3:18])([CH3:17])[C:7]=2[CH:6]=1>[OH-].[Na+]>[CH3:1][N:2]([C:20]1[CH:29]=[CH:28][C:23]([C:24]([OH:26])=[O:25])=[CH:22][CH:21]=1)[C:3](=[O:19])[CH2:4][C:5]1[CH:14]=[CH:13][C:12]2[C:11]([CH3:15])([CH3:16])[CH2:10][CH2:9][C:8]([CH3:18])([CH3:17])[C:7]=2[CH:6]=1 |f:1.2|. Procedure: 1.8 g (4.6 mmol) of the ester obtained above in (a), 100 ml of 2N methanolic sodium hydroxide and 50 ml of TMF are introduced into a round-bottomed flask. The mixture is stirred at room temperature for one hour and evaporated to dryness, the residue is taken up with water, the mixture is extracted with ethyl ether and the aqueous phase is separated after settling has taken place. The aqueous phase is acidified to pH 1 with concentrated hydrochloric acid and extracted with ethyl ether and the org... The reactants are CCc1ccc(Cc2cccc3cc(CO)c(Br)cc23)cc1, O=C([O-])O, C1CCOC1, C=C(C)OC, [Na+], Cc1ccc(S(=O)(=O)[O-])cc1, c1cc[nH+]cc1. The product is CCc1ccc(Cc2cccc3cc(COC(C)(C)OC)c(Br)cc23)cc1. RXN SMILES: [Br:1][c:2]1[c:3]([CH2:21][OH:22])[cH:4][c:5]2[cH:6][cH:7][cH:8][c:9]([CH2:12][c:13]3[cH:14][cH:15][c:16]([CH2:19][CH3:20])[cH:17][cH:18]3)[c:10]2[cH:11]1.[C:45](=[O:46])([O-:47])[OH:48].[CH2:50]1[O:51][CH2:52][CH2:53][CH2:54]1.[CH3:40][O:41][C:42](=[CH2:43])[CH3:44].[Na+:49].[c:23]1([CH3:24])[cH:25][cH:26][c:27]([S:28]([O-:29])(=[O:30])=[O:31])[cH:32][cH:33]1.[nH+:34]1[cH:35][cH:36][cH:37][cH:38][cH:39]1>>[Br:1][c:2]1[c:3]([CH2:21][O:22][C:42]([O:41][CH3:40])([CH3:43])[CH3:44])[cH:4][c:5]2[cH:6][cH:7][cH:8][c:9]([CH2:12][c:13]3[cH:14][cH:15][c:16]([CH2:19][CH3:20])[cH:17][cH:18]3)[c:10]2[cH:11]1. Starting materials: FC1=CC=C(C=C1)N1N=CC2=CC(=CC=C12)CO ((1-(4-fluorophenyl)-1H-indazol-5-yl)methanol), reagent, CC(=O)C (acetone). Reaction conditions: time 1 hour. Yields the product FC1=CC=C(C=C1)N1N=CC2=CC(=CC=C12)C(=O)O (1-(4-fluorophenyl)-1H-indazole-5-carboxylic acid). Yield: 89.0%. Reaction SMILES: [F:1][C:2]1[CH:7]=[CH:6][C:5]([N:8]2[C:16]3[C:11](=[CH:12][C:13]([CH2:17][OH:18])=[CH:14][CH:15]=3)[CH:10]=[N:9]2)=[CH:4][CH:3]=1.CC(C)=[O:21]>>[F:1][C:2]1[CH:3]=[CH:4][C:5]([N:8]2[C:16]3[C:11](=[CH:12][C:13]([C:17]([OH:21])=[O:18])=[CH:14][CH:15]=3)[CH:10]=[N:9]2)=[CH:6][CH:7]=1. Procedure details: To a stirred solution of (1-(4-fluorophenyl)-1H-indazol-5-yl)methanol (0.45 g, 1.9 mmol) in acetone (10 mL) was added Jones's reagent (3 mL) dropwise at 0° C. The reaction mixture was stirred at rt for 1 hr and concentrated under reduced pressure. Water was added to the residue and the solid that separates out was filtered, washed with water and dried to give 1-(4-fluorophenyl)-1H-indazole-5-carboxylic acid (0.43 g, 1.7 mmol, 89% yield) as a yellow solid.